describe an organic reaction: reactants, conditions, products, and yield From a dataset of the Open Reaction Database (ORD), a public repository of structured organic reaction records. The reactants are CI, [H-], [Na+], S=C1CC(c2ccccc2)=Nc2ccccc2N1, c1ccccc1. Yields the product CSC1=Nc2ccccc2N=C(c2ccccc2)C1. RXN SMILES: [CH3:21][I:22].[H-:19].[Na+:20].[c:1]1([C:7]2=[N:8][c:9]3[c:10]([cH:15][cH:16][cH:17][cH:18]3)[NH:11][C:12](=[S:14])[CH2:13]2)[cH:2][cH:3][cH:4][cH:5][cH:6]1.[cH:23]1[cH:24][cH:25][cH:26][cH:27][cH:28]1>>[c:1]1([C:7]2=[N:8][c:9]3[c:10]([cH:15][cH:16][cH:17][cH:18]3)[N:11]=[C:12]([S:14][CH3:21])[CH2:13]2)[cH:2][cH:3][cH:4][cH:5][cH:6]1. Starting materials: CC(=O)O[BH-](OC(C)=O)OC(C)=O, CCOC(=O)CCN, CC(=O)[O-], ClCCl, Cl, [Na+], [Na+], O=C1CCCC1. Yields the product CCOC(=O)CCNC1CCCC1. RXN SMILES: [C:21]([O:22][BH-:23]([O:24][C:25](=[O:26])[CH3:27])[O:28][C:29](=[O:30])[CH3:31])(=[O:32])[CH3:33].[CH2:2]([CH3:3])[O:4][C:5]([CH2:6][CH2:7][NH2:8])=[O:9].[CH3:17][C:18](=[O:19])[O-:20].[Cl:35][CH2:36][Cl:37].[ClH:1].[Na+:16].[Na+:34].[O:10]=[C:11]1[CH2:12][CH2:13][CH2:14][CH2:15]1>>[CH2:2]([CH3:3])[O:4][C:5]([CH2:6][CH2:7][NH:8][CH:11]1[CH2:12][CH2:13][CH2:14][CH2:15]1)=[O:9]. The reactants are C(CC)Br (propyl bromide), ClC=1C=CC=C2C(=NNC12)C1=CC(=C(C=C1)OC)Cl (7-chloro-3-(3-chloro-4-methoxyphenyl)-1H-indazole), [H-].[Na+] (sodium hydride). The solvent is CN(C)C=O (DMF). Product: ClC=1C=CC=C2C(=NN(C12)CCC)C1=CC(=C(C=C1)OC)Cl (7-chloro-3-(3-chloro-4-methoxyphenyl)-1-propyl-1H-indazole), oil. The yield is 82.0%. As a reaction SMILES: [Cl:1][C:2]1[CH:3]=[CH:4][CH:5]=[C:6]2[C:10]=1[NH:9][N:8]=[C:7]2[C:11]1[CH:16]=[CH:15][C:14]([O:17][CH3:18])=[C:13]([Cl:19])[CH:12]=1.[H-].[Na+].[CH2:22](Br)[CH2:23][CH3:24]>CN(C=O)C>[Cl:1][C:2]1[CH:3]=[CH:4][CH:5]=[C:6]2[C:10]=1[N:9]([CH2:22][CH2:23][CH3:24])[N:8]=[C:7]2[C:11]1[CH:16]=[CH:15][C:14]([O:17][CH3:18])=[C:13]([Cl:19])[CH:12]=1 |f:1.2|. Reported procedure: Prepared according to Method D Step B from 7-chloro-3-(3-chloro-4-methoxyphenyl)-1H-indazole (1.0 g, 3.4 mmol), sodium hydride (0.15 g, 60% in oil) in DMF followed by propyl bromide (0.4 mL). The title compound was obtained as an oil (0.94 g, 2.8 mmol, 82%). Starting materials: O=C([O-])O, CC(C)=O, Cl, CCOC(=O)C1CN(CC(=O)Nc2c(Cl)cccc2Cl)CCN1CCCC(c1ccc(F)cc1)c1ccc(F)cc1, [Na+]. The product is O=C(CN1CCN(CCCC(c2ccc(F)cc2)c2ccc(F)cc2)C(C(=O)O)C1)Nc1c(Cl)cccc1Cl. As a reaction SMILES: [C:43](=[O:44])([O-:45])[OH:46].[CH3:48][C:49](=[O:50])[CH3:51].[ClH:42].[F:1][c:2]1[cH:3][cH:4][c:5]([CH:8]([CH2:9][CH2:10][CH2:11][N:12]2[CH:13]([C:30](=[O:31])[O:32][CH2:33][CH3:34])[CH2:14][N:15]([CH2:18][C:19](=[O:20])[NH:21][c:22]3[c:23]([Cl:29])[cH:24][cH:25][cH:26][c:27]3[Cl:28])[CH2:16][CH2:17]2)[c:35]2[cH:36][cH:37][c:38]([F:41])[cH:39][cH:40]2)[cH:6][cH:7]1.[Na+:47]>>[F:1][c:2]1[cH:3][cH:4][c:5]([CH:8]([CH2:9][CH2:10][CH2:11][N:12]2[CH:13]([C:30](=[O:31])[OH:32])[CH2:14][N:15]([CH2:18][C:19](=[O:20])[NH:21][c:22]3[c:23]([Cl:29])[cH:24][cH:25][cH:26][c:27]3[Cl:28])[CH2:16][CH2:17]2)[c:35]2[cH:36][cH:37][c:38]([F:41])[cH:39][cH:40]2)[cH:6][cH:7]1. The reactants are CS(=O)(=O)c1ncc2c(n1)N(c1cccc(CCO)c1)C(=O)N(c1ccc(Cl)cc1Cl)C2, Nc1ccccc1. The product is O=C1N(c2ccc(Cl)cc2Cl)Cc2cnc(Nc3ccccc3)nc2N1c1cccc(CCO)c1. Reaction SMILES: [Cl:1][c:2]1[c:3]([N:9]2[C:10](=[O:32])[N:11]([c:23]3[cH:24][c:25]([CH2:29][CH2:30][OH:31])[cH:26][cH:27][cH:28]3)[c:12]3[n:13][c:14]([S:19]([CH3:20])(=[O:21])=[O:22])[n:15][cH:16][c:17]3[CH2:18]2)[cH:4][cH:5][c:6]([Cl:8])[cH:7]1.[NH2:33][c:34]1[cH:35][cH:36][cH:37][cH:38][cH:39]1>>[Cl:1][c:2]1[c:3]([N:9]2[C:10](=[O:32])[N:11]([c:23]3[cH:24][c:25]([CH2:29][CH2:30][OH:31])[cH:26][cH:27][cH:28]3)[c:12]3[n:13][c:14]([NH:33][c:34]4[cH:35][cH:36][cH:37][cH:38][cH:39]4)[n:15][cH:16][c:17]3[CH2:18]2)[cH:4][cH:5][c:6]([Cl:8])[cH:7]1. Starting materials: O[C@@H]1[C@H](CCCC1)NC(=O)C1=C(C2=CC=CC=C2C(=C1)CC=1C=NC(=CC1)C=C)OC (N-[(1S,2S)-2-hydroxycyclohexyl]-1-methoxy-4-[(6-vinylpyridin-3-yl)methyl]-2-naphthamide). The reagents and catalysts are [Pd] (palladium on carbon). The solvent is CO (methanol). Conditions: time 15 hour. Yields the product O[C@@H]1[C@H](CCCC1)NC(=O)C1=C(C2=CC=CC=C2C(=C1)CC=1C=NC(=CC1)CC)OC (N-[(1S,2S)-2-Hydroxycyclohexyl]-1-methoxy-4-[(6-ethylpyridin-3-yl)methyl]-2-naphthamide). As a reaction SMILES: [OH:1][C@H:2]1[CH2:7][CH2:6][CH2:5][CH2:4][C@@H:3]1[NH:8][C:9]([C:11]1[CH:20]=[C:19]([CH2:21][C:22]2[CH:23]=[N:24][C:25]([CH:28]=[CH2:29])=[CH:26][CH:27]=2)[C:18]2[C:13](=[CH:14][CH:15]=[CH:16][CH:17]=2)[C:12]=1[O:30][CH3:31])=[O:10]>CO.[Pd]>[OH:1][C@H:2]1[CH2:7][CH2:6][CH2:5][CH2:4][C@@H:3]1[NH:8][C:9]([C:11]1[CH:20]=[C:19]([CH2:21][C:22]2[CH:23]=[N:24][C:25]([CH2:28][CH3:29])=[CH:26][CH:27]=2)[C:18]2[C:13](=[CH:14][CH:15]=[CH:16][CH:17]=2)[C:12]=1[O:30][CH3:31])=[O:10]. Procedure: To a solution of N-[(1S,2S)-2-hydroxycyclohexyl]-1-methoxy-4-[(6-vinylpyridin-3-yl)methyl]-2-naphthamide (0.050 g, 0.12 mmol) in 5 mL of methanol was added palladium on carbon (0.013 mg, 0.12 mmol). The mixture was placed under an atmosphere of hydrogen (1 atm) for 15 hours and was then filtered through a pad of Celite, which was washed with MeOH. The filtrate was concentrated in vacuo to provide the title compound that gave a proton NMR spectra consistent with theory and a mass ion (ES+) of 388...